Dataset: the Open Reaction Database (ORD), a public repository of structured organic reaction records. Task: describe an organic reaction: reactants, conditions, products, and yield Starting materials: ClC1=CC(N(C(N1)=O)C(C)C)=O (6-chloro-3-isopropylpyrimidine-2,4(1H,3H)-dione), (S)-cyclopropyl-(3-methoxyphenyl)methylamine, CN(C)C1=CC=CC2=C1C(=CC=C2)N(C)C (proton sponge), CN1CCCC1=O (NMP). Yields the product C1(CC1)[C@@H](C1=CC(=CC=C1)OC)NC1=CC(N(C(N1)=O)C(C)C)=O ((S)-6-((cyclopropyl(3-methoxyphenyl)methyl)amino)-3-isopropylpyrimidine-2,4(1H,3H)-dione). Isolated yield 11.0%. Reaction SMILES: Cl[C:2]1[NH:7][C:6](=[O:8])[N:5]([CH:9]([CH3:11])[CH3:10])[C:4](=[O:12])[CH:3]=1.CN([C:16]1[C:21]2[C:22]([N:26](C)C)=[CH:23][CH:24]=[CH:25][C:20]=2[CH:19]=[CH:18][CH:17]=1)C.CN1[C:34](=[O:35])CCC1>>[CH:23]1([C@H:22]([NH:26][C:2]2[NH:7][C:6](=[O:8])[N:5]([CH:9]([CH3:11])[CH3:10])[C:4](=[O:12])[CH:3]=2)[C:21]2[CH:16]=[CH:17][CH:18]=[C:19]([O:35][CH3:34])[CH:20]=2)[CH2:24][CH2:25]1. Procedure: A solution of 6-chloro-3-isopropylpyrimidine-2,4(1H,3H)-dione (1.3, 50 mg, 0.265 mmol), (S)-cyclopropyl-(3-methoxyphenyl)methylamine (Sigma-Aldrich, 104 mg, 0.587 mmol), and proton sponge (85 mg, 0.397 mmol) in NMP (0.5 mL) was stirred at 130° C. for 2 h. After cooling to room temperature, the mixture was purified by preparative RP-HPLC (Shimadzu, Prominence LC-20AP system equipped with a Phenomenex Gemini-NX C18 column), eluting with 20-90% CH3CN in H2O (both containing 0.1% TFA). The fractions... Starting materials: ClCCl, C=CCc1ccc(Cl)c(-c2ccccc2Cl)c1O. The product is CC=Cc1ccc(Cl)c(-c2ccccc2Cl)c1O. RXN SMILES: [CH2:19]([Cl:20])[Cl:21].[CH2:1]([CH:2]=[CH2:3])[c:4]1[c:5]([OH:18])[c:6](-[c:11]2[c:12]([Cl:17])[cH:13][cH:14][cH:15][cH:16]2)[c:7]([Cl:10])[cH:8][cH:9]1>>[CH:1](=[CH:2][CH3:3])[c:4]1[c:5]([OH:18])[c:6](-[c:11]2[c:12]([Cl:17])[cH:13][cH:14][cH:15][cH:16]2)[c:7]([Cl:10])[cH:8][cH:9]1. The reactants are C(=O)(OC(C)(C)C)N1C[C@@H](CC1)O ((R)-(−)-N-boc-3-pyrrolidinol), COC=1C=C(C=CC1)O (3-methoxyphenol). The product is COC=1C=C(O[C@@H]2CN(CC2)C(=O)OC(C)(C)C)C=CC1 (tert-Butyl (3S)-3-(3-methoxyphenoxy)pyrrolidine-1-carboxylate). The yield is 81.0%. Reaction SMILES: [C:1]([N:8]1[CH2:12][CH2:11][C@@H:10]([OH:13])[CH2:9]1)([O:3][C:4]([CH3:7])([CH3:6])[CH3:5])=[O:2].[CH3:14][O:15][C:16]1[CH:17]=[C:18](O)[CH:19]=[CH:20][CH:21]=1>>[CH3:14][O:15][C:16]1[CH:21]=[C:20]([CH:19]=[CH:18][CH:17]=1)[O:13][C@H:10]1[CH2:11][CH2:12][N:8]([C:1]([O:3][C:4]([CH3:7])([CH3:6])[CH3:5])=[O:2])[CH2:9]1. Procedure details: The title compound was prepared from (R)-(−)-N-boc-3-pyrrolidinol and 3-methoxyphenol, using the same method as that described for preparation 3, as a gum in 81% yield. Reaction SMILES: [CH2:1]([O:5][CH2:6][C:7]1[CH:8]=[C:9]([NH:14][N:15]=[C:16]2[C:20](=O)[O:19][C:18]([C:22]3[CH:27]=[CH:26][CH:25]=[CH:24][CH:23]=3)=[N:17]2)[CH:10]=[CH:11][C:12]=1[Cl:13])[CH2:2][CH2:3][CH3:4].O.[NH3:29].Cl>CC(C)=O>[CH2:1]([O:5][CH2:6][C:7]1[CH:8]=[C:9]([N:14]2[C:18]([C:22]3[CH:27]=[CH:26][CH:25]=[CH:24][CH:23]=3)=[N:17][C:16]([C:20]([NH2:29])=[O:19])=[N:15]2)[CH:10]=[CH:11][C:12]=1[Cl:13])[CH2:2][CH2:3][CH3:4] |f:1.2|. Reactants: C(CCC)OCC=1C=C(C=CC1Cl)NN=C1N=C(OC1=O)C1=CC=CC=C1 (4-[(3-butoxymethyl-4-chlorophenyl)hydrazono]-2-phenyl-2-oxazolin-5-one), O.N (ammonia water), Cl (hydrochloric acid). Run in CC(=O)C (acetone). Product: C(CCC)OCC=1C=C(C=CC1Cl)N1N=C(N=C1C1=CC=CC=C1)C(=O)N (1-(3-butoxymethyl-4-chlorophenyl)-5-phenyl-1H-1,2,4-triazole-3-carboxamide). Conditions: time 30 minute. Reported procedure: In 10 ml of acetone, 1.157 g (3 mmol) of 4-[(3-butoxymethyl-4-chlorophenyl)hydrazono]-2-phenyl-2-oxazolin-5-one synthesized in the similar way to Examples 1~2, Reference Example 1 was suspended, the suspension being then added with 0.6 ml of concentrated ammonia water and stirred at room temperature for 30 minutes. The resulting solution was made acid by adding 0.6 ml of concentrated hydrochloric acid and further stirred at 50° C. for 30 minutes. Acetone was distilled off and the residue was ext... Isolated yield 94.2%.